Dataset: the Open Reaction Database (ORD), a public repository of structured organic reaction records. Task: describe an organic reaction: reactants, conditions, products, and yield Reactants: [N+](=O)([O-])C1=CC=C(C=C1)C1=NC2=CC=CC=C2C(=N1)C(=O)N1CC2=CC=C(C(=C2CC1)O)OC (2-[[2-(4-nitrophenyl)quinazolin-4-yl]carbonyl]-5-hydroxy-6-methoxy-1,2,3,4-tetrahydroisoquinoline), O (water), [NH4+].[Cl-] (NH4Cl). The reagents and catalysts are [Fe] (Fe). The solvent is C(C)O (ethanol). Run at temperature 90 celsius, time 8 hour. The product is NC1=CC=C(C=C1)C1=NC2=CC=CC=C2C(=N1)C(=O)N1CC2=CC=C(C(=C2CC1)O)OC (2-[[2-(4-aminophenyl)quinazolin-4-yl]carbonyl]-5-hydroxy-6-methoxy-1,2,3,4-tetrahydroisoquinoline). RXN SMILES: [N+:1]([C:4]1[CH:9]=[CH:8][C:7]([C:10]2[N:19]=[C:18]([C:20]([N:22]3[CH2:31][CH2:30][C:29]4[C:24](=[CH:25][CH:26]=[C:27]([O:33][CH3:34])[C:28]=4[OH:32])[CH2:23]3)=[O:21])[C:17]3[C:12](=[CH:13][CH:14]=[CH:15][CH:16]=3)[N:11]=2)=[CH:6][CH:5]=1)([O-])=O.O.[NH4+].[Cl-]>[Fe].C(O)C>[NH2:1][C:4]1[CH:5]=[CH:6][C:7]([C:10]2[N:19]=[C:18]([C:20]([N:22]3[CH2:31][CH2:30][C:29]4[C:24](=[CH:25][CH:26]=[C:27]([O:33][CH3:34])[C:28]=4[OH:32])[CH2:23]3)=[O:21])[C:17]3[C:12](=[CH:13][CH:14]=[CH:15][CH:16]=3)[N:11]=2)=[CH:8][CH:9]=1 |f:2.3|. Procedure details: Into a 1-L round-bottom flask purged and maintained with an inert atmosphere of nitrogen, was placed 2-[[2-(4-nitrophenyl)quinazolin-4-yl]carbonyl]-5-hydroxy-6-methoxy-1,2,3,4-tetrahydroisoquinoline (9 g, 19.72 mmol, 1.00 equiv), water (300 mL), ethanol (300 mL), Fe (2.5 g, 2.30 equiv) and NH4Cl (2.4 g, 44.87 mmol, 2.30 equiv). The resulting solution was stirred overnight at 90° C. The solids were collected by filtration. The residue was dissolved in 200 mL of DMSO. The solids were filtered out.... The solvent is CN(C=O)C (N,N-dimethylformamide), C1(=CC=CC=C1)C (toluene), O (water). Product: C(#N)C1=C(C=CC(=C1)C)C1=CC(=CC(=C1)C(C(F)(F)F)O)C(=O)OC (Methyl 2′-cyano-4′-methyl-5-(2,2,2-trifluoro-1-hydroxyethyl)biphenyl-3-carboxylate). As a reaction SMILES: Br[C:2]1[CH:3]=[C:4]([CH:9]=[C:10]([CH:12]([OH:17])[C:13]([F:16])([F:15])[F:14])[CH:11]=1)[C:5]([O:7][CH3:8])=[O:6].[CH3:18][C:19]1[CH:20]=[CH:21][C:22](B2OC(C)(C)C(C)(C)O2)=[C:23]([CH:26]=1)[C:24]#[N:25]>CN(C)C=O.C1(C)C=CC=CC=1.O.C1C=CC([P]([Pd]([P](C2C=CC=CC=2)(C2C=CC=CC=2)C2C=CC=CC=2)([P](C2C=CC=CC=2)(C2C=CC=CC=2)C2C=CC=CC=2)[P](C2C=CC=CC=2)(C2C=CC=CC=2)C2C=CC=CC=2)(C2C=CC=CC=2)C2C=CC=CC=2)=CC=1>[C:24]([C:23]1[CH:26]=[C:19]([CH3:18])[CH:20]=[CH:21][C:22]=1[C:2]1[CH:11]=[C:10]([CH:12]([OH:17])[C:13]([F:16])([F:15])[F:14])[CH:9]=[C:4]([C:5]([O:7][CH3:8])=[O:6])[CH:3]=1)#[N:25] |^1:52,54,73,92|. Reported procedure: A mixture of methyl 3-bromo-5-(2,2,2-trifluoro-1-hydroxyethyl)benzoate (300 mg, 0.96 mmol), 5-methyl-2-(4,4,5,5-tetramethyl-1,3,2-dioxaborolan-2-yl)benzonitrile (280 mg, 1.1 mmol), tetrakis(triphenylphosphine)palladium(0) (60 mg, 0.052 mmol) in N,N-dimethylformamide (0.75 mL) and toluene (1.5 mL) under nitrogen was subjected to microwave irradiation at 110° C. for 1 h. After cooling, the mixture was diluted with water (15 mL) and extracted with EtOAc (20 mL×3). The combined organic layers were w... Reagents/catalysts: C=1C=CC(=CC1)[P](C=2C=CC=CC2)(C=3C=CC=CC3)[Pd]([P](C=4C=CC=CC4)(C=5C=CC=CC5)C=6C=CC=CC6)([P](C=7C=CC=CC7)(C=8C=CC=CC8)C=9C=CC=CC9)[P](C=1C=CC=CC1)(C=1C=CC=CC1)C=1C=CC=CC1 (tetrakis(triphenylphosphine)palladium(0)). Starting materials: BrC=1C=C(C(=O)OC)C=C(C1)C(C(F)(F)F)O (methyl 3-bromo-5-(2,2,2-trifluoro-1-hydroxyethyl)benzoate), CC=1C=CC(=C(C#N)C1)B1OC(C(O1)(C)C)(C)C (5-methyl-2-(4,4,5,5-tetramethyl-1,3,2-dioxaborolan-2-yl)benzonitrile).